This data is from the Open Reaction Database (ORD), a public repository of structured organic reaction records. The task is: describe an organic reaction: reactants, conditions, products, and yield Reactants: FC(C(=O)O)(F)F (trifluoroacetic acid), C(C)(C)(C)OC(=O)N1CCC(CC1)N1C=NC(=C1)NC(C(CCC)NC(CC1=CC(=CC(=C1)F)F)=O)=O (4-(4-{2-[2-(3,5-Difluoro-phenyl)-acetylamino]-pentanoylamino}-imidazol-1-yl)-piperidine-1-carboxylic acid tert-butyl ester), C([O-])(O)=O.[Na+] (sodium bicarbonate). Run in C(Cl)Cl (methylene chloride). Run at time 8 hour. Product: N1CCC(CC1)N1C=NC(=C1)NC(C(CCC)NC(CC1=CC(=CC(=C1)F)F)=O)=O (2-[2-(3,5-Difluoro-phenyl)-acetylamino]-pentanoic acid (1-piperidin-4-yl-1H-imidazol-4-yl)-amide). RXN SMILES: C(OC([N:8]1[CH2:13][CH2:12][CH:11]([N:14]2[CH:18]=[C:17]([NH:19][C:20](=[O:37])[CH:21]([NH:25][C:26](=[O:36])[CH2:27][C:28]3[CH:33]=[C:32]([F:34])[CH:31]=[C:30]([F:35])[CH:29]=3)[CH2:22][CH2:23][CH3:24])[N:16]=[CH:15]2)[CH2:10][CH2:9]1)=O)(C)(C)C.FC(F)(F)C(O)=O.C(=O)(O)[O-].[Na+]>C(Cl)Cl>[NH:8]1[CH2:13][CH2:12][CH:11]([N:14]2[CH:18]=[C:17]([NH:19][C:20](=[O:37])[CH:21]([NH:25][C:26](=[O:36])[CH2:27][C:28]3[CH:33]=[C:32]([F:34])[CH:31]=[C:30]([F:35])[CH:29]=3)[CH2:22][CH2:23][CH3:24])[N:16]=[CH:15]2)[CH2:10][CH2:9]1 |f:2.3|. Reported procedure: 4-(4-{2-[2-(3,5-Difluoro-phenyl)-acetylamino]-pentanoylamino}-imidazol-1-yl)-piperidine-1-carboxylic acid tert-butyl ester (1.1 g, 2.1 mmole) was dissolved in 20 mL of methylene chloride and 1.6 mL of trifluoroacetic acid was added. Reaction stirred overnight, extrated with sodium bicarbonate, and used without further purification to afford the title compound: C13 NMR (100 MHz, CDCl3) 12.8, 18.9, 29.9, 34.1, 41.5, 43.2, 52.4, 53.7, 101.8, 105.6, 111.9, 112.1, 132.0, 137.1, 170.4, 171.5; MS 420.1... Reactants: IC1=C(C=CC2=CC=CC=C12)OC (1-iodo-2-methoxynaphthalene), CC1=C(C=C)C=CC(=C1)C (2,4-dimethylstyrene). Run at time 12 hour. Yields the product CC1=C(/C=C/C2=C(C=CC3=CC=CC=C23)OC)C=CC(=C1)C ((E)-1-(2,4-Dimethylstyryl)-2-methoxynaphthalene). Isolated yield 95.0%. Reaction SMILES: I[C:2]1[C:11]2[C:6](=[CH:7][CH:8]=[CH:9][CH:10]=2)[CH:5]=[CH:4][C:3]=1[O:12][CH3:13].[CH3:14][C:15]1[CH:22]=[C:21]([CH3:23])[CH:20]=[CH:19][C:16]=1[CH:17]=[CH2:18]>>[CH3:14][C:15]1[CH:22]=[C:21]([CH3:23])[CH:20]=[CH:19][C:16]=1/[CH:17]=[CH:18]/[C:2]1[C:11]2[C:6](=[CH:7][CH:8]=[CH:9][CH:10]=2)[CH:5]=[CH:4][C:3]=1[O:12][CH3:13]. Procedure details: Following the general procedure using 1-iodo-2-methoxynaphthalene (142 mg, 0.50 mmol) and 2,4-dimethylstyrene (132 μL, 1.0 mmol), the reaction was stirred for 12 h at rt. Column chromatography on silica gel (eluting with 5% EtOAc/hexanes) afforded the product as a tan semi-solid (137 mg, 95%). Reactants: C, CCOC(=O)c1cc2cc(OCCCS(C)(=O)=O)cc([N+](=O)[O-])c2[nH]1, C1CCOC1, [Pd]. Product: CCOC(=O)c1cc2cc(OCCCS(C)(=O)=O)cc(N)c2[nH]1. RXN SMILES: [C:26].[CH3:1][S:2](=[O:3])(=[O:4])[CH2:5][CH2:6][CH2:7][O:8][c:9]1[cH:10][c:11]2[cH:12][c:13]([C:21](=[O:22])[O:23][CH2:24][CH3:25])[nH:14][c:15]2[c:16]([N+:18]([O-:19])=[O:20])[cH:17]1.[O:28]1[CH2:29][CH2:30][CH2:31][CH2:32]1.[Pd:27]>>[CH3:1][S:2](=[O:3])(=[O:4])[CH2:5][CH2:6][CH2:7][O:8][c:9]1[cH:10][c:11]2[cH:12][c:13]([C:21](=[O:22])[O:23][CH2:24][CH3:25])[nH:14][c:15]2[c:16]([NH2:18])[cH:17]1. Reactants: C(C)OC(=O)C1C=NC2=C(C=CC=C2C1=O)[N+](=O)[O-] (3-ethoxycarbonyl-8-nitro-4-oxo-3,4-dihydro-quinoline), [OH-].[Na+] (sodium hydroxide). The solvent is C(C)(=O)O (acetic acid). Yields the product C(=O)(O)C1C=NC2=C(C=CC=C2C1=O)[N+](=O)[O-] (3-carboxy-8-nitro-4-oxo-3,4-dihydroquinoline). Isolated yield 93.0%. As a reaction SMILES: C([O:3][C:4]([CH:6]1[C:15](=[O:16])[C:14]2[C:9](=[C:10]([N+:17]([O-:19])=[O:18])[CH:11]=[CH:12][CH:13]=2)[N:8]=[CH:7]1)=[O:5])C.[OH-].[Na+]>C(O)(=O)C>[C:4]([CH:6]1[C:15](=[O:16])[C:14]2[C:9](=[C:10]([N+:17]([O-:19])=[O:18])[CH:11]=[CH:12][CH:13]=2)[N:8]=[CH:7]1)([OH:5])=[O:3] |f:1.2|. Procedure: A mixture of 3-ethoxycarbonyl-8-nitro-4-oxo-3,4-dihydro-quinoline (12 g) and 2M sodium hydroxide solution (100 ml) was stirred at reflux for 1 hour. The mixture was cooled to ambient temperature and acidified to pH 5 with glacial acetic acid. The mixture was filtered and the solid so obtained washed with water to give 3-carboxy-8-nitro-4-oxo-3,4-dihydroquinoline in 93% yield, mp 263-265° C. The reactants are [H-].[Na+] (Sodium hydride), CN1N=C(C(=C1C1=CC=CC=C1)OCCO)C1=CC=CC=C1 (2-[(1-methyl-3,5-diphenyl-4-pyrazolyl)oxy]ethanol), CN(C)C=O (DMF), BrCCCCCCC (1-bromoheptane), CN(C)C=O (DMF). The solvent is O (water). Yields the product C(CCCCCC)OCCOC=1C(=NN(C1C1=CC=CC=C1)C)C1=CC=CC=C1 (4-[2-(Heptyloxy)ethoxy]-1-methyl-3,5-diphenylpyrazole). Reaction SMILES: [H-].[Na+].[CH3:3][N:4]1[C:8]([C:9]2[CH:14]=[CH:13][CH:12]=[CH:11][CH:10]=2)=[C:7]([O:15][CH2:16][CH2:17][OH:18])[C:6]([C:19]2[CH:24]=[CH:23][CH:22]=[CH:21][CH:20]=2)=[N:5]1.CN(C=O)C.Br[CH2:31][CH2:32][CH2:33][CH2:34][CH2:35][CH2:36][CH3:37]>O>[CH2:31]([O:18][CH2:17][CH2:16][O:15][C:7]1[C:6]([C:19]2[CH:24]=[CH:23][CH:22]=[CH:21][CH:20]=2)=[N:5][N:4]([CH3:3])[C:8]=1[C:9]1[CH:10]=[CH:11][CH:12]=[CH:13][CH:14]=1)[CH2:32][CH2:33][CH2:34][CH2:35][CH2:36][CH3:37] |f:0.1|. Procedure details: Sodium hydride (0.89 g, 57%, 0.02 mole) is added to a solution of 2-[(1-methyl-3,5-diphenyl-4-pyrazolyl)oxy]ethanol (5.9 g, 0.02 mole) and dry DMF (50 ml). The reaction mixture is stirred and heated to 80°-90° C. The stirred mixture is allowed to cool. This mixture is added to a solution of 1-bromoheptane (9 g, 0.05 mole) and dry DMF (75 ml). After heating at 80°-90° C for 4 hours, the stirred reaction mixture is poured into water. The reactants are CC(C)CN, CC(C)=O, CN(C)C=O, O=[N+]([O-])c1cnc2cccnc2c1O, O, O=P(Cl)(Cl)Cl. Yields the product CC(C)CNc1c([N+](=O)[O-])cnc2cccnc12. RXN SMILES: [CH2:24]([CH:25]([CH3:26])[CH3:27])[NH2:28].[CH3:20][C:21](=[O:22])[CH3:23].[CH3:29][N:30]([CH3:31])[CH:32]=[O:33].[N+:6](=[O:7])([O-:8])[c:9]1[cH:10][n:11][c:12]2[cH:13][cH:14][cH:15][n:16][c:17]2[c:18]1[OH:19].[OH2:34].[P:1]([Cl:2])([Cl:3])([Cl:4])=[O:5]>>[N+:6](=[O:7])([O-:8])[c:9]1[cH:10][n:11][c:12]2[cH:13][cH:14][cH:15][n:16][c:17]2[c:18]1[NH:28][CH2:24][CH:25]([CH3:26])[CH3:27]. Reactants: Cl (HCl), [H-].[Na+] (NaH), FC(CO)(F)F (2,2,2-trifluoro-ethanol), C(C)OC(C1=C(C(=CC=C1F)[N+](=O)[O-])N)=O (2-Amino-6-fluoro-3-nitro-benzoic acid ethyl ester). Solvent: C1CCOC1 (THF). Run at temperature 0 celsius, time 30 minute. Product: C(C)OC(C1=C(C(=CC=C1OCC(F)(F)F)[N+](=O)[O-])N)=O (2-Amino-3-nitro-6-(2,2,2-trifluoro-ethoxy)-benzoic acid ethyl ester). RXN SMILES: [H-].[Na+].[F:3][C:4]([F:8])([F:7])[CH2:5][OH:6].[CH2:9]([O:11][C:12](=[O:24])[C:13]1[C:18](F)=[CH:17][CH:16]=[C:15]([N+:20]([O-:22])=[O:21])[C:14]=1[NH2:23])[CH3:10].Cl>C1COCC1>[CH2:9]([O:11][C:12](=[O:24])[C:13]1[C:18]([O:6][CH2:5][C:4]([F:8])([F:7])[F:3])=[CH:17][CH:16]=[C:15]([N+:20]([O-:22])=[O:21])[C:14]=1[NH2:23])[CH3:10] |f:0.1|. Procedure details: 420 mg NaH (60% suspension in oil) were added to a solution of 2.16 mL (29.8 mmol) 2,2,2-trifluoro-ethanol in 5 mL THF. When the gas evolution ceased, 1.0 g (4.38 mmol) 2-Amino-6-fluoro-3-nitro-benzoic acid ethyl ester was added. The resulting mixture was stirred at 0° C. for 30 minutes and at room temperature for further 30 minutes. To this mixture were added 2 mL of a 6 M aqueous HCl-solution, and most of the solvent was removed under reduced pressure. The residue was mixed with 20 mL water an... Reactants: Ti(OEt)4, CC(C)(C)[S@](=O)N ((S)-2-methylpropane-2-sulfinamide), CCC([BH-](C(CC)C)C(CC)C)C.[Li+] (L-Selectride), CC(C)(C)[S@](=O)N ((S)-2-methylpropane-2-sulfinamide), ClC=1C=C(C=CC1Cl)CCC(C)=O (4-(3,4-Dichlorophenyl)butan-2-one), CO (MeOH). Reagents/catalysts: C(C)O[Ti](OCC)(OCC)OCC (tetraethoxytitanium). Solvent: C(=O)=O (dry ice), C1CCOC1 (THF), C1CCOC1 (THF). Reaction conditions: temperature 75 celsius, time 72 hour. Yields the product ClC=1C=C(C=CC1Cl)CC[C@@H](C)N[S@@](=O)C(C)(C)C ((S)—N—((R)-4-(3,4-Dichlorophenyl)butan-2-yl)-2-methylpropane-2-sulfinamide). The yield is 62.3%. RXN SMILES: [CH3:1][C:2]([S@@:5]([NH2:7])=[O:6])([CH3:4])[CH3:3].[Cl:8][C:9]1[CH:10]=[C:11]([CH2:16][CH2:17][C:18](=O)[CH3:19])[CH:12]=[CH:13][C:14]=1[Cl:15].CCC(C)[BH-](C(C)CC)C(C)CC.[Li+].CO>C1COCC1.C(=O)=O.C(O[Ti](OCC)(OCC)OCC)C>[Cl:8][C:9]1[CH:10]=[C:11]([CH2:16][CH2:17][C@H:18]([NH:7][S@:5]([C:2]([CH3:4])([CH3:3])[CH3:1])=[O:6])[CH3:19])[CH:12]=[CH:13][C:14]=1[Cl:15] |f:2.3|. Procedure: To a stirred solution of (S)-2-methylpropane-2-sulfinamide (373 mg, 3.08 mmol) and Intermediate 4A (700 mg, 3.22 mmol) in THF (2 mL) at rt was added tetraethoxytitanium (1.22 mL, 5.86 mmol). The reaction mixture was heated at 75° C. for 16 h, and allowed to cool and stay at rt for 72 h. Another equivalent of Ti(OEt)4 (1.22 mL, 5.86 mmol) and (S)-2-methylpropane-2-sulfinamide (373 mg, 3.08 mmol) were added. The reaction mixture was heated at 75° C. for 16 h before cooled down. This THF solution w...